Dataset: the Open Reaction Database (ORD), a public repository of structured organic reaction records. Task: describe an organic reaction: reactants, conditions, products, and yield Reactants: 81, NC=1C(=CC(=C(C(=O)N[C@@H]2[C@@H](CN(CC2)C(=O)OCC)OC)C1)OC)Cl (ethyl cis-4-[(5-amino-4-chloro-2-methoxybenzoyl)amino]-3-methoxy-1-piperidinecarboxylate), [OH-].[K+] (potassium hydroxide). The solvent is CC(C)O (2-propanol). Conditions: time 6 hour. Yields the product 58, NC=1C(=CC(=C(C(=O)N[C@@H]2[C@@H](CNCC2)OC)C1)OC)Cl (cis-5-amino-4-chloro-2-methoxy-N-(3-methoxy-4-piperidinyl)benzamide). The yield is 85.0%. Reaction SMILES: [NH2:1][C:2]1[C:3]([Cl:26])=[CH:4][C:5]([O:24][CH3:25])=[C:6]([CH:23]=1)[C:7]([NH:9][C@H:10]1[CH2:15][CH2:14][N:13](C(OCC)=O)[CH2:12][C@H:11]1[O:21][CH3:22])=[O:8].[OH-].[K+]>CC(O)C>[NH2:1][C:2]1[C:3]([Cl:26])=[CH:4][C:5]([O:24][CH3:25])=[C:6]([CH:23]=1)[C:7]([NH:9][C@H:10]1[CH2:15][CH2:14][NH:13][CH2:12][C@H:11]1[O:21][CH3:22])=[O:8] |f:1.2|. Procedure details: A mixture of 81 parts of ethyl cis-4-[(5-amino-4-chloro-2-methoxybenzoyl)amino]-3-methoxy-1-piperidinecarboxylate, 122 parts of potassium hydroxide and 800 parts of 2-propanol was stirred for 6 hours at reflux temperature. The whole was stirred overnight at room temperature. The reaction mixture was evaporated. The residue was taken up in water and heated for a while. The mixture was evaporated again. The residue was taken up in water and the aqueous phase was extracted twice with dichloromethan... Yields the product FC1=CC=C(C=C1)C/C=C/N1C(C2=CC=CC=C2C1=O)=O (2-[3-(4-fluorophenyl)-2E-propenyl]-1H-isoindole-1,3(2H)-dione). Reaction SMILES: [CH2:1]([N:4]1[C:8](=[O:9])[C:7]2=[CH:10][CH:11]=[CH:12][CH:13]=[C:6]2[C:5]1=[O:14])[CH:2]=[CH2:3].[F:15][C:16]1[CH:21]=[CH:20][C:19](I)=[CH:18][CH:17]=1>C(#N)C.CC([O-])=O.CC([O-])=O.[Pd+2]>[F:15][C:16]1[CH:21]=[CH:20][C:19]([CH2:3]/[CH:2]=[CH:1]/[N:4]2[C:8](=[O:9])[C:7]3[C:6](=[CH:13][CH:12]=[CH:11][CH:10]=3)[C:5]2=[O:14])=[CH:18][CH:17]=1 |f:3.4.5|. The reactants are C(C=C)N1C(C=2C(C1=O)=CC=CC2)=O (N-Allylphthalimide), FC1=CC=C(C=C1)I (1-fluoro-4-iodobenzene). Reported procedure: N-Allylphthalimide (13.9 g, 74.3 mmol), 1-fluoro-4-iodobenzene (15.0 g, 67.6 mmol) triethylamine (15.0 g, 148 mmol) and Pd(OAc)2 (152 mg) were heated at 104° in a glass bomb with shaking for 18 h under an inert atmosphere. The reaction mixture was dissolved in hot acetonitrile. The catalyst was removed by filtration and the filtrate cooled to 0°. The precipitated white solid product was filtered off and dried under vacuum. This title material (12.55 g) was used without further purification. Reagents/catalysts: CC(=O)[O-].CC(=O)[O-].[Pd+2] (Pd(OAc)2). Reaction conditions: time 18 hour. Run in C(C)#N (acetonitrile). Starting materials: ClC1=NC=CC=C1C#N (2-chloro-3-cyanopyridine), FC=1C=C(C=CC1F)B(O)O (3,4-difluorophenylboronic acid). Yields the product FC=1C=C(C=CC1F)C1=C(C#N)C=CC=N1 (2-(3,4-difluorophenyl)nicotinonitrile). Yield: 77.0%. Reaction SMILES: Cl[C:2]1[C:7]([C:8]#[N:9])=[CH:6][CH:5]=[CH:4][N:3]=1.[F:10][C:11]1[CH:12]=[C:13](B(O)O)[CH:14]=[CH:15][C:16]=1[F:17]>>[F:10][C:11]1[CH:12]=[C:13]([C:2]2[N:3]=[CH:4][CH:5]=[CH:6][C:7]=2[C:8]#[N:9])[CH:14]=[CH:15][C:16]=1[F:17]. Reported procedure: Prepared in 77% yield from 2-chloro-3-cyanopyridine and 3,4-difluorophenylboronic acid according to the procedure described for Example 153A. 1H NMR (DMSO-d6) δ 7.62-7.71 (m, 2H), 7.74-7.79 (m, 1H), 7.95 (ddd, J=11.7, 7.8, 2.2 Hz, 1H), 8.46 (dd, J=7.8, 1.7 Hz, 1H) 8.94 (dd, J=5.1, 1.7 Hz, 1H). The reactants are CC1(N=COC1)C (4,4-dimethyloxazoline), CI (methyl iodide). The product is [I-].C[N+]1=COCC1(C)C (3,4,4-trimethyloxazolinium iodide). RXN SMILES: [CH3:1][C:2]1([CH3:7])[CH2:6][O:5][CH:4]=[N:3]1.[CH3:8][I:9]>>[I-:9].[CH3:8][N+:3]1[C:2]([CH3:7])([CH3:1])[CH2:6][O:5][CH:4]=1 |f:2.3|. Procedure details: To 8-phenyloctylmagnesium bromide (from 24.25 mmol of 8-phenyloctyl bromide and 21.27 mmol of magnesium) in distilled tetrahydrofuran (40 ml) was added 2-(2-methoxyphenyl)-4,4-dimethyloxazoline (17.10 mmol) [A. I. Meyers et al., J. org. Chem., 43, 1372 (1978)] in tetrahydrofuran (20 ml). After stirring for 24 hours, the reaction mixture was worked up to yield 2-12-(8-phenyloctyl)phenyl]-4,4-dimethyloxazoline as an oil. A solution of the oxazoline (11.58 mmol) in methyl iodide (20 ml) was refluxe... The reactants are C(C)(C)(C)OC([C@@H](CCCN1C(C2=CC=CC=C2C1=O)=O)NC(=O)OC(C)(C)C)=O ((2R)-(t-butyloxycarbonylamino)-5-(1,3-dioxo-1,3-dihydroisoindol-2-yl)pentanoic acid t-butyl ester), FC(C(=O)O)(F)F (trifluoroacetic acid). Reported procedure: A solution of the title G compound, (2R)-(t-butyloxycarbonylamino)-5-(1,3-dioxo-1,3-dihydroisoindol-2-yl)pentanoic acid t-butyl ester (4.83 g, 11.55 mmol) in 18 mL of dichloromethane is treated with trifluoroacetic acid (TFA; 6.00 mL, 78 mmol) at 0° C. After stirring for 1 h at this temperature, the solution is concentrated under reduced pressure without heating, and the residue is partitioned between 100 mL of ethyl acetate and 50 mL of 1M aqueous NaHCO3. The organic phase is dried over anhydro... Yields the product C(C)(C)(C)OC([C@@H](CCCN1C(C2=CC=CC=C2C1=O)=O)N)=O ((2R)-amino-5-(1,3-dioxo-1,3-dihydroisoindol-2-yl)pentanoic acid t-butyl ester). The solvent is ClCCl (dichloromethane). Yield: 70.2%. As a reaction SMILES: [C:1]([O:5][C:6](=[O:30])[C@H:7]([NH:22]C(OC(C)(C)C)=O)[CH2:8][CH2:9][CH2:10][N:11]1[C:19](=[O:20])[C:18]2[C:13](=[CH:14][CH:15]=[CH:16][CH:17]=2)[C:12]1=[O:21])([CH3:4])([CH3:3])[CH3:2].FC(F)(F)C(O)=O>ClCCl>[C:1]([O:5][C:6](=[O:30])[C@H:7]([NH2:22])[CH2:8][CH2:9][CH2:10][N:11]1[C:12](=[O:21])[C:13]2[C:18](=[CH:17][CH:16]=[CH:15][CH:14]=2)[C:19]1=[O:20])([CH3:4])([CH3:2])[CH3:3]. Reaction conditions: time 1 hour.